describe an organic reaction: reactants, conditions, products, and yield From a dataset of the Open Reaction Database (ORD), a public repository of structured organic reaction records. Reactants: COCCn1ncc(OC)cc1=O, O=P(Cl)(Cl)Cl. Product: COCCn1ncc(Cl)cc1=O. Reaction SMILES: [CH3:1][O:2][CH2:3][CH2:4][n:5]1[n:6][cH:7][c:8]([O:12][CH3:13])[cH:9][c:10]1=[O:11].[P:14]([Cl:15])([Cl:16])([Cl:17])=[O:18]>>[CH3:1][O:2][CH2:3][CH2:4][n:5]1[n:6][cH:7][c:8]([Cl:16])[cH:9][c:10]1=[O:11].